From a dataset of the Open Reaction Database (ORD), a public repository of structured organic reaction records. describe an organic reaction: reactants, conditions, products, and yield The reactants are FC(C(=O)NNC1=NC2=CC=C(C=C2C(=N1)C1=CC=CC=C1)Cl)(F)F (2-(2-trifluoroacetylhydrazino)-4-phenyl-6-chloroquinazoline), O.N (ammonia water), polyphosphoric acid, ice water. Yields the product FC(C1=NN=C2N1C1=CC=C(C=C1C(=N2)C2=CC=CC=C2)Cl)(F)F (1-trifluoromethyl-5-phenyl-7-chloro-s-triazolo[4,3-a]quinazoline). RXN SMILES: [F:1][C:2]([F:25])([F:24])[C:3]([NH:5][NH:6][C:7]1[N:16]=[C:15]([C:17]2[CH:22]=[CH:21][CH:20]=[CH:19][CH:18]=2)[C:14]2[C:9](=[CH:10][CH:11]=[C:12]([Cl:23])[CH:13]=2)[N:8]=1)=O.O.N>>[F:1][C:2]([F:25])([F:24])[C:3]1[N:8]2[C:9]3[C:14]([C:15]([C:17]4[CH:22]=[CH:21][CH:20]=[CH:19][CH:18]=4)=[N:16][C:7]2=[N:6][N:5]=1)=[CH:13][C:12]([Cl:23])=[CH:11][CH:10]=3 |f:1.2|. Procedure details: In the next place, a mixture of 1.0 g of 2-(2-trifluoroacetylhydrazino)-4-phenyl-6-chloroquinazoline thus obtained and 20 g of polyphosphoric acid was heated at 150° C for 2 hours. The mixture was then poured into ice-water and made alkaline with concentrated ammonia water. The resulting crystals were collected by filtration, washed with water, dried and dissolved in chloroform, and purified by chromatography on silica gel using chloroform as an eluent to give 1-trifluoromethyl-5-phenyl-7-chloro... Reactants: ClC1=C(C=CC(=C1)F)O (2-Chloro-4-fluorophenol), [N+](=O)(O)[O-] (nitric acid). Run in O (H2O), CCOCC (Et2O). Reaction conditions: time 3 hour. Product: ClC1=C(C(=CC(=C1)F)[N+](=O)[O-])O (2-Chloro-4-fluoro-6-nitrophenol). Reaction SMILES: [Cl:1][C:2]1[CH:7]=[C:6]([F:8])[CH:5]=[CH:4][C:3]=1[OH:9].[N+:10]([O-])([OH:12])=[O:11]>O.CCOCC>[Cl:1][C:2]1[CH:7]=[C:6]([F:8])[CH:5]=[C:4]([N+:10]([O-:12])=[O:11])[C:3]=1[OH:9]. Reported procedure: To a mixture of 2-Chloro-4-fluorophenol (25 g, 0.171 mol) in H2O (100 mL) and Et2O (300 mL) at 0° C. was added dropwise concentrated nitric acid (25 mL). After the addition was complete the reaction was warmed to rt and stirred for 3 hr. The layers were separated and the organic phase washed with 1:1 brine:H2O, brine, dried over MgSO4, filtered and concentrated in vacuo to a slurry. The slurry was diluted with hexane and the yellow solid collected and dried to provide 23.6 g of compound 711. ##S... Starting materials: [N+](=O)([O-])C=1C=C(CCl)C=CC1 (3-nitrobenzyl chloride), O1CCN2C1OCC2 (tetrahydro-[1,3]oxazolo[2,3-b][1,3]oxazole). Solvent: C(Cl)(Cl)Cl (chloroform). The product is [Cl-].[N+](=O)([O-])C=1C=C(C[N+]23C(OCC2)OCC3)C=CC1 (4-(3-nitrobenzyl)tetrahydro[1,3]oxazolo[2,3-b][1,3]oxazol-4-ium chloride). Isolated yield 66.1%. RXN SMILES: [N+:1]([C:4]1[CH:5]=[C:6]([CH:9]=[CH:10][CH:11]=1)[CH2:7][Cl:8])([O-:3])=[O:2].[O:12]1[CH:16]2[O:17][CH2:18][CH2:19][N:15]2[CH2:14][CH2:13]1>C(Cl)(Cl)Cl>[Cl-:8].[N+:1]([C:4]1[CH:5]=[C:6]([CH:9]=[CH:10][CH:11]=1)[CH2:7][N+:15]12[CH2:19][CH2:18][O:17][CH:16]1[O:12][CH2:13][CH2:14]2)([O-:3])=[O:2] |f:3.4|. Procedure: A solution of 1.716 g (10 mmol) 3-nitrobenzyl chloride and 1.152 g (10 mmol) tetrahydro-[1,3]oxazolo[2,3-b][1,3]oxazole in 20 ml of chloroform was stirred at the room temperature for 3 days. The precipitate was filtered off, washed twice with dichloromethane and dried. 1.894 g (66.1%) of white amorphous product was obtained, which can be further purified by recrystallisation from rectified ethanol. The reactants are C(C)(C)NC(C)C (diisopropylamine), [Li]CCCC (BuLi), IC1=C(C=CC=C1)CC(=O)O (2-iodophenylacetic acid), ICC (iodoethane). The solvent is C1CCOC1 (THF), C1CCOC1 (THF). Reaction conditions: time 30 minute. Yields the product IC1=C(C=CC=C1)C(C(=O)O)CC (2-(2-iodophenyl)butanoic acid). Isolated yield 75.3%. Reaction SMILES: [CH:1](NC(C)C)(C)[CH3:2].[Li]CCCC.[I:13][C:14]1[CH:19]=[CH:18][CH:17]=[CH:16][C:15]=1[CH2:20][C:21]([OH:23])=[O:22].ICC>C1COCC1>[I:13][C:14]1[CH:19]=[CH:18][CH:17]=[CH:16][C:15]=1[CH:20]([CH2:1][CH3:2])[C:21]([OH:23])=[O:22]. Procedure details: To a solution of diisopropylamine (5.6 mL, 40 mmol) in dry THF (60 mL) at -10° C. was added 1.6M BuLi (25 mL, 40 mmol). After 30 min, a solution of 2-iodophenylacetic acid (5.24 g, 20 mmol) in THF (20 mL) was slowly added. The solution was stirred for 1 h, at which point iodoethane (1.6 mL, 117 mmol) was added. After 2 h at r.t. the reaction was quenched with 0.5M NH4OAc solution and 6M HCl (10mL) and the product was extracted with EtOAc. The organic layer was dried (MgSO4) and evaporated to giv... Reactants: C1CCOC1, Cc1noc(-c2ccc(C#CCO)cc2)c1NC(=O)OC(C)c1ccccc1Cl, CCOC(=O)c1cn[nH]c1C(F)(F)F, CC(C)OC(=O)N=NC(=O)OC(C)C, c1ccc(P(c2ccccc2)c2ccccc2)cc1. Product: CCOC(=O)c1cnn(CC#Cc2ccc(-c3onc(C)c3NC(=O)OC(C)c3ccccc3Cl)cc2)c1C(F)(F)F. As a reaction SMILES: [CH2:77]1[O:78][CH2:79][CH2:80][CH2:81]1.[Cl:1][c:2]1[c:3]([CH:8]([CH3:9])[O:10][C:11]([NH:12][c:13]2[c:14]([CH3:28])[n:15][o:16][c:17]2-[c:18]2[cH:19][cH:20][c:21]([C:24]#[C:25][CH2:26][OH:27])[cH:22][cH:23]2)=[O:29])[cH:4][cH:5][cH:6][cH:7]1.[F:30][C:31]([c:32]1[c:33]([C:37](=[O:38])[O:39][CH2:40][CH3:41])[cH:34][n:35][nH:36]1)([F:42])[F:43].[O:63]=[C:64]([O:65][CH:66]([CH3:67])[CH3:68])[N:69]=[N:70][C:71]([O:72][CH:73]([CH3:74])[CH3:75])=[O:76].[c:44]1([P:45]([c:46]2[cH:47][cH:48][cH:49][cH:50][cH:51]2)[c:52]2[cH:53][cH:54][cH:55][cH:56][cH:57]2)[cH:58][cH:59][cH:60][cH:61][cH:62]1>>[Cl:1][c:2]1[c:3]([CH:8]([CH3:9])[O:10][C:11]([NH:12][c:13]2[c:14]([CH3:28])[n:15][o:16][c:17]2-[c:18]2[cH:19][cH:20][c:21]([C:24]#[C:25][CH2:26][n:36]3[c:32]([C:31]([F:30])([F:42])[F:43])[c:33]([C:37](=[O:38])[O:39][CH2:40][CH3:41])[cH:34][n:35]3)[cH:22][cH:23]2)=[O:29])[cH:4][cH:5][cH:6][cH:7]1. RXN SMILES: Br[N:2]1[C:6]2=[N:7][C:8]([CH3:11])=[CH:9][CH:10]=[C:5]2[NH:4][CH:3]1[CH2:12][CH2:13][CH2:14][CH3:15].[CH:16](OB(O)O)=[CH:17][C:18]1[CH:23]=[CH:22][CH:21]=[CH:20][CH:19]=1>>[CH2:12]([C:3]1[NH:4][C:5]2[C:6]([N:2]=1)=[N:7][C:8]([CH3:11])=[C:9]([CH:16]=[CH:17][C:18]1[CH:23]=[CH:22][CH:21]=[CH:20][CH:19]=1)[CH:10]=2)[CH2:13][CH2:14][CH3:15]. Procedure details: The same procedure as in step 8 of Example 1 was repeated using 4.0 g(0.0133 mole) of the compound obtained in step 4 of Example 1 and 3.0 g(0.0203 mole) of styrylboric acid to obtain 4.0 g of the title compound(yield 93%). Starting materials: BrN1C(NC=2C1=NC(=CC2)C)CCCC (3-bromo-2-butyl-5-methyl-1H-imidazo[4,5-b]pyridine), C(=CC1=CC=CC=C1)OB(O)O (styrylboric acid). Yield: 103.2%. Product: C(CCC)C=1NC=2C(=NC(=C(C2)C=CC2=CC=CC=C2)C)N1 (2-butyl-5-methyl-6-styryl-1H-imidazo[4,5-b]pyridine). RXN SMILES: [C:25](=[O:26])([O-:27])[OH:28].[Cl:30][CH2:31][Cl:32].[NH2:1][c:2]1[cH:3][c:4]([CH:5]=[CH:6][c:7]2[s:8][c:9]3[c:10]([n:11]2)[cH:12][cH:13][cH:14][cH:15]3)[cH:16][cH:17][c:18]1[O:19][CH3:20].[Na+:29].[P:21]([Br:22])([Br:23])[Br:24]>>[NH2:1][c:2]1[cH:3][c:4]([CH:5]=[CH:6][c:7]2[s:8][c:9]3[c:10]([n:11]2)[cH:12][cH:13][cH:14][cH:15]3)[cH:16][cH:17][c:18]1[OH:19]. Reactants: O=C([O-])O, ClCCl, COc1ccc(C=Cc2nc3ccccc3s2)cc1N, [Na+], BrP(Br)Br. Yields the product Nc1cc(C=Cc2nc3ccccc3s2)ccc1O. Starting materials: O=C1CCC(CC1)C(=O)OCC (ethyl 4-oxocyclohexanecarboxylate), CN(C)C(OC)OC (DMF-DMA), O.NN (hydrazine hydrate). The solvent is C(C)O (ethanol). The product is N1N=CC=2CC(CCC12)C(=O)OCC (ethyl 4,5,6,7-tetrahydro-1H-indazole-5-carboxylate). RXN SMILES: O=[C:2]1[CH2:7][CH2:6][CH:5]([C:8]([O:10][CH2:11][CH3:12])=[O:9])[CH2:4][CH2:3]1.O.[NH2:14]N.C[N:17]([CH:19](OC)OC)C>C(O)C>[NH:14]1[C:2]2[CH2:7][CH2:6][CH:5]([C:8]([O:10][CH2:11][CH3:12])=[O:9])[CH2:4][C:3]=2[CH:19]=[N:17]1 |f:1.2|. Reported procedure: A solution of ethyl 4-oxocyclohexanecarboxylate (50 g, 0.29 mol) in DMF-DMA (275 mL) was heated at 110° C. for 12 h. The mixture was concentrated and hydrazine hydrate (73.5 g, 1.47 mol) in ethanol (1000 mL) was heated under reflux overnight. Most of ethanol was removed and the remaining mixture was treated with water (400 mL). The resulting mixture was extracted with EtOAc (400 ml×2). The combined organic layers were washed with brine (400 mL) and concentrated. The residue was purified by flash...